This data is from the Open Reaction Database (ORD), a public repository of structured organic reaction records. The task is: describe an organic reaction: reactants, conditions, products, and yield Starting materials: CC(=O)O, CCOC(C)=O, [Zn], COC(=O)C(C)(Sc1ccccc1)c1cccc(Oc2ccccc2)c1. Product: COC(=O)C(C)c1cccc(Oc2ccccc2)c1. As a reaction SMILES: [CH3:27][C:28](=[O:29])[OH:30].[CH3:31][CH2:32][O:33][C:34](=[O:35])[CH3:36].[Zn:37].[c:1]1([S:2][C:8]([C:9](=[O:10])[O:11][CH3:12])([CH3:13])[c:14]2[cH:15][c:16]([O:20][c:21]3[cH:22][cH:23][cH:24][cH:25][cH:26]3)[cH:17][cH:18][cH:19]2)[cH:3][cH:4][cH:5][cH:6][cH:7]1>>[CH:8]([C:9](=[O:10])[O:11][CH3:12])([CH3:13])[c:14]1[cH:15][c:16]([O:20][c:21]2[cH:22][cH:23][cH:24][cH:25][cH:26]2)[cH:17][cH:18][cH:19]1. Product: C#Cc1cnc2c(NC(=O)c3c(Cl)cccc3Cl)cccc2c1. Starting materials: CCCC[N+](CCCC)(CCCC)CCCC, C[Si](C)(C)C#Cc1cnc2c(NC(=O)c3c(Cl)cccc3Cl)cccc2c1, ClCCl, [F-], C1CCOC1. Reaction SMILES: [CH3:29][CH2:30][CH2:31][CH2:32][N+:33]([CH2:34][CH2:35][CH2:36][CH3:37])([CH2:38][CH2:39][CH2:40][CH3:41])[CH2:42][CH2:43][CH2:44][CH3:45].[Cl:1][c:2]1[c:3]([C:4](=[O:5])[NH:6][c:7]2[cH:8][cH:9][cH:10][c:11]3[cH:12][c:13]([C:17]#[C:18][Si:19]([CH3:20])([CH3:21])[CH3:22])[cH:14][n:15][c:16]23)[c:23]([Cl:27])[cH:24][cH:25][cH:26]1.[Cl:51][CH2:52][Cl:53].[F-:28].[O:46]1[CH2:47][CH2:48][CH2:49][CH2:50]1>>[Cl:1][c:2]1[c:3]([C:4](=[O:5])[NH:6][c:7]2[cH:8][cH:9][cH:10][c:11]3[cH:12][c:13]([C:17]#[CH:18])[cH:14][n:15][c:16]23)[c:23]([Cl:27])[cH:24][cH:25][cH:26]1. Reactants: ClC1=CC=C(C=C1)C1=NCC(N(C2=C1C=CC=C2)CCN(CC)CC)=O (5-(p-chlorophenyl)-1-[2-(diethylamino)ethyl]-1,3-dihydro-2H-1,4-benzodiazepin-2-one), ice water, CN(C=O)C (dimethylformamide), [H-].[Na+] (sodium hydride). The solvent is O (water). Run at temperature 60 celsius, time 1 hour. The product is C(C)N(CCNC(=O)C=1NC(=C2C=CC=CC12)C1=CC=C(C=C1)Cl)CC (3-(p-chlorophenyl)isoindole-1-carboxylic acid [2-(diethylamino)ethyl]amide). As a reaction SMILES: [Cl:1][C:2]1[CH:7]=[CH:6][C:5]([C:8]2[C:14]3[CH:15]=[CH:16][CH:17]=[CH:18][C:13]=3[N:12]([CH2:19][CH2:20][N:21]([CH2:24][CH3:25])[CH2:22][CH3:23])[C:11](=[O:26])[CH2:10][N:9]=2)=[CH:4][CH:3]=1.CN(C)C=O.[H-].[Na+]>O>[CH2:22]([N:21]([CH2:24][CH3:25])[CH2:20][CH2:19][NH:12][C:11]([C:10]1[NH:9][C:8]([C:5]2[CH:6]=[CH:7][C:2]([Cl:1])=[CH:3][CH:4]=2)=[C:14]2[C:15]=1[CH:16]=[CH:17][CH:18]=[CH:13]2)=[O:26])[CH3:23] |f:2.3|. Procedure: A solution of 11.1 g. of 5-(p-chlorophenyl)-1-[2-(diethylamino)ethyl]-1,3-dihydro-2H-1,4-benzodiazepin-2-one in 100 ml. of dimethylformamide is treated under an atmosphere of argon at room temperature with 0.035 mol. of sodium hydride (1.55 g. of a 55% dispersion in mineral oil). The mixture is first warmed to 60° C. over a period of about 30 minutes, then stirred at this temperature for 1 hour and thereafter at 70° C. for 1 hour. After cooling, 4 ml. of water are added dropwise and the mixture ... The reactants are C1CCOC1, CO, COC(=O)c1ccc2c(C3CCCCC3)c3n(c2c1)CC(=O)N(CCN(C)C)Cc1cc(OC)ccc1-3. Yields the product COC(=O)c1ccc2c(C3CCCCC3)c3n(c2c1)CCN(CCN(C)C)Cc1cc(OC)ccc1-3. RXN SMILES: [CH2:40]1[O:41][CH2:42][CH2:43][CH2:44]1.[CH3:38][OH:39].[CH:1]1([c:7]2[c:8]3[cH:9][cH:10][c:11]([C:34](=[O:35])[O:36][CH3:37])[cH:12][c:13]3[n:14]3[c:15]2-[c:16]2[c:17]([cH:28][c:29]([O:32][CH3:33])[cH:30][cH:31]2)[CH2:18][N:19]([CH2:23][CH2:24][N:25]([CH3:26])[CH3:27])[C:20](=[O:22])[CH2:21]3)[CH2:2][CH2:3][CH2:4][CH2:5][CH2:6]1>>[CH:1]1([c:7]2[c:8]3[cH:9][cH:10][c:11]([C:34](=[O:35])[O:36][CH3:37])[cH:12][c:13]3[n:14]3[c:15]2-[c:16]2[c:17]([cH:28][c:29]([O:32][CH3:33])[cH:30][cH:31]2)[CH2:18][N:19]([CH2:23][CH2:24][N:25]([CH3:26])[CH3:27])[CH2:20][CH2:21]3)[CH2:2][CH2:3][CH2:4][CH2:5][CH2:6]1. The reactants are C(=O)(C(F)(F)F)O (TFA), CCCCCC (n-hexane), COC(CCCCS(=O)CCCC(C(F)(F)F)(F)F)OC (5,5-Dimethoxy-1-(4,4,5,5,5-pentafluoropentylsulfinyl)pentane), O (water). The solvent is C(C)(=O)OCC (ethyl acetate), C(Cl)(Cl)Cl (chloroform), C(C)(=O)OCC (1-ethyl acetate). Reaction conditions: time 2 hour. The product is FC(CCCS(=O)CCCCC=O)(C(F)(F)F)F (5-(4,4,5,5,5-pentafluoropentylsulfinyl)pentanal). The yield is 95.1%. As a reaction SMILES: C[O:2][CH:3](OC)[CH2:4][CH2:5][CH2:6][CH2:7][S:8]([CH2:10][CH2:11][CH2:12][C:13]([F:19])([F:18])[C:14]([F:17])([F:16])[F:15])=[O:9].C(O)(C(F)(F)F)=O.O.CCCCCC>C(Cl)(Cl)Cl.C(OCC)(=O)C>[F:19][C:13]([F:18])([C:14]([F:15])([F:16])[F:17])[CH2:12][CH2:11][CH2:10][S:8]([CH2:7][CH2:6][CH2:5][CH2:4][CH:3]=[O:2])=[O:9]. Procedure details: 5,5-Dimethoxy-1-(4,4,5,5,5-pentafluoropentylsulfinyl)pentane (355 mg, 0.10 mmol) was dissolved in chloroform (2 ml), 50% TFA aqueous solution (2 ml) was added thereto at room temperature, and the resulting mixture was then stirred for 2 hours. After the reaction was completed, the reaction solution was poured into water and extracted with chloroform. The organic layer was dried over anhydrous magnesium sulfate, and concentrated under reduced pressure to give a crude product. This crude product t... Yields the product ClC1=C(C(=O)N[C@@H](CNC(=O)C2=CSC=C2)C(=O)O)C(=CC(=C1)C(=O)NCC1=CC(=CC=C1)O)Cl (N-[2,6-dichloro-4-[[[(3-hydroxyphenyl)methyl]amino]carbonyl)benzoyl]-3-[(thiophene-3-carbonyl)amino]-L-alanine). The solvent is CO (methanol), CO (methanol). RXN SMILES: [OH-].[Na+].[Cl:3][C:4]1[CH:26]=[C:25]([C:27]([NH:29][CH2:30][C:31]2[CH:36]=[CH:35][CH:34]=[C:33]([O:37]C(C3C=CSC=3)=O)[CH:32]=2)=[O:28])[CH:24]=[C:23]([Cl:45])[C:5]=1[C:6]([NH:8][C@H:9]([C:19]([O:21]C)=[O:20])[CH2:10][NH:11][C:12]([C:14]1[CH:18]=[CH:17][S:16][CH:15]=1)=[O:13])=[O:7].[OH-].S1C=CC(C(NC[C@@H](C(OC)=O)N)=O)=C1>CO>[Cl:3][C:4]1[CH:26]=[C:25]([C:27]([NH:29][CH2:30][C:31]2[CH:36]=[CH:35][CH:34]=[C:33]([OH:37])[CH:32]=2)=[O:28])[CH:24]=[C:23]([Cl:45])[C:5]=1[C:6]([NH:8][C@H:9]([C:19]([OH:21])=[O:20])[CH2:10][NH:11][C:12]([C:14]1[CH:18]=[CH:17][S:16][CH:15]=1)=[O:13])=[O:7] |f:0.1|. The yield is 130.4%. Procedure: An aqueous solution of sodium hydroxide (1 M; 0.305 mL, 0.305 mmol) was added to a solution of N-[2,6-dichloro-4-[[[[3-[(thiophene-3-carbonyl)oxy]phenyl]methy]amino]carbonyl]benzoyl]-3-[(thiophene-3-carbonyl)amino]-L-alanine, methyl ester (101 mg, 0.153 mmol) in methanol (2 mL). The solution was allowed to stir overnight and then concentrated. An aqueous solution of odium hydroxide (1 M; 0.210 mL, 0.210 mmol) was added to a solution of N-[2,6-dichloro-4-[[(3-hydroxyphenyl)methyl]amino]carbonyl]b... The reactants are [OH-].[Na+] (sodium hydroxide), ClC1=C(C(=O)N[C@@H](CNC(=O)C2=CSC=C2)C(=O)OC)C(=CC(=C1)C(=O)NCC1=CC(=CC=C1)OC(=O)C1=CSC=C1)Cl (N-[2,6-dichloro-4-[[[[3-[(thiophene-3-carbonyl)oxy]phenyl]methy]amino]carbonyl]benzoyl]-3-[(thiophene-3-carbonyl)amino]-L-alanine, methyl ester), [OH-] (hydroxide), S1C=C(C=C1)C(=O)NC[C@H](N)C(=O)OC (3-[(thiophene-3-carbonyl)amino]-L-alanine, methyl ester). Conditions: time 8 hour. Starting materials: FC1=C(C=CC(=C1)F)C#C (2,4-difluorophenylacetylene), ClC1=CC=C(CS)C=C1 (4-chlorobenzyl mercaptan), [Na] (sodium). Yields the product FC1=C(\C=C/C(C2=CC=C(C=C2)Cl)SC(C2=CC=C(C=C2)Cl)\C=C/C2=C(C=C(C=C2)F)F)C=CC(=C1)F ((Z)-2,4-difluorostyryl-4-chlorobenzylsulfide). Reaction SMILES: [F:1][C:2]1[CH:7]=[C:6]([F:8])[CH:5]=[CH:4][C:3]=1[C:9]#[CH:10].[Cl:11][C:12]1[CH:19]=[CH:18][C:15]([CH2:16][SH:17])=[CH:14][CH:13]=1.[Na]>>[F:1][C:2]1[CH:7]=[C:6]([F:8])[CH:5]=[CH:4][C:3]=1/[CH:9]=[CH:10]\[CH:16]([S:17][CH:16](/[CH:10]=[CH:9]\[C:3]1[CH:4]=[CH:5][C:6]([F:8])=[CH:7][C:2]=1[F:1])[C:15]1[CH:18]=[CH:19][C:12]([Cl:11])=[CH:13][CH:14]=1)[C:15]1[CH:18]=[CH:19][C:12]([Cl:11])=[CH:13][CH:14]=1 |^1:19|. Procedure: A solution of 2,4-difluorophenylacetylene (0.02 mol), 4-chlorobenzyl mercaptan (0.02 mol) and metallic sodium (0.02 g atom) is subjected to the General Procedure to form (Z)-2,4-difluorostyryl-4-chlorobenzylsulfide. The title compound is obtained following oxidation of the sulfide, according to the General Procedure. Starting materials: CC(=O)O[BH-](OC(C)=O)OC(C)=O, CC(=O)O, COc1cc(C=O)nn1-c1ccc(C(F)(F)F)cc1, [Na+], CC(N)c1ccccc1. Yields the product COc1cc(CNC(C)c2ccccc2)nn1-c1ccc(C(F)(F)F)cc1. Reaction SMILES: [C:29]([O:30][BH-:31]([O:32][C:33](=[O:34])[CH3:35])[O:36][C:37](=[O:38])[CH3:39])(=[O:40])[CH3:41].[C:43]([OH:44])(=[O:45])[CH3:46].[CH3:10][O:11][c:12]1[cH:13][c:14]([CH:27]=[O:28])[n:15][n:16]1-[c:17]1[cH:18][cH:19][c:20]([C:23]([F:24])([F:25])[F:26])[cH:21][cH:22]1.[Na+:42].[c:1]1([CH:7]([CH3:8])[NH2:9])[cH:2][cH:3][cH:4][cH:5][cH:6]1>>[c:1]1([CH:7]([CH3:8])[NH:9][CH2:27][c:14]2[cH:13][c:12]([O:11][CH3:10])[n:16](-[c:17]3[cH:18][cH:19][c:20]([C:23]([F:24])([F:25])[F:26])[cH:21][cH:22]3)[n:15]2)[cH:2][cH:3][cH:4][cH:5][cH:6]1.